From a dataset of the Open Reaction Database (ORD), a public repository of structured organic reaction records. describe an organic reaction: reactants, conditions, products, and yield Starting materials: ClC1=C(C=NC2=CC=C(N=C12)OCC)C(=O)OCC (ethyl 4-chloro-6-ethoxy-1,5-naphthyridine-3-carboxylate), COC1=CC=C(N)C=C1 (4-methoxyaniline), Cl (hydrogen chloride). Run in IMS, IMS, CCOCC (Ether). Conditions: time 3 day. The product is O.Cl.C(C)OC=1N=C2C(=C(C=NC2=CC1)C(=O)OCC)NC1=CC=C(C=C1)OC (ethyl 6-ethoxy-4-(4-methoxyanilino)-1,5-naphthyridine-3-carboxylate hydrochloride hydrate). Reaction SMILES: [Cl:1][C:2]1[C:11]2[C:6](=[CH:7][CH:8]=[C:9]([O:12][CH2:13][CH3:14])[N:10]=2)[N:5]=[CH:4][C:3]=1[C:15]([O:17][CH2:18][CH3:19])=[O:16].[CH3:20][O:21][C:22]1[CH:28]=[CH:27][C:25]([NH2:26])=[CH:24][CH:23]=1.Cl>CCOCC>[OH2:12].[ClH:1].[CH2:13]([O:12][C:9]1[N:10]=[C:11]2[C:6](=[CH:7][CH:8]=1)[N:5]=[CH:4][C:3]([C:15]([O:17][CH2:18][CH3:19])=[O:16])=[C:2]2[NH:26][C:25]1[CH:27]=[CH:28][C:22]([O:21][CH3:20])=[CH:23][CH:24]=1)[CH3:14] |f:4.5.6|. Procedure details: A mixture of ethyl 4-chloro-6-ethoxy-1,5-naphthyridine-3-carboxylate (3.1 g), 4-methoxyaniline (1.36 g) and IMS (40 ml) was boiled under reflux for 4 hours. The mixture was evaporated to dryness. The residual solid was ground in ether and then filtered. The solid was dissolved in dichloromethane and purified by column chromatography on silica using dichloromethane, then ether, then ethyl acetate, then IMS, as the mobile phase. The third fraction obtained was dissolved in IMS (30 ml) and the solu... Starting materials: Cl (hydrochloric acid), FC(OC=1C(=C(C(=O)OCC)C=C(C1F)F)F)F (ethyl 3-difluoromethoxy-2,4,5-trifluorobenzoate), [N-]=[N+]=[N-].[Na+] (sodium azide), C(C)(=O)OCC (ethyl acetate), ice water. Solvent: CS(=O)C (dimethyl sulfoxide). Run at time 5 hour. Product: N(=[N+]=[N-])C1=C(C(=C(C(=O)OCC)C=C1F)F)OC(F)F (ethyl 4-azido-2,5-difluoro-3-difluorome-thoxybenzoate). As a reaction SMILES: [F:1][CH:2]([F:18])[O:3][C:4]1[C:5]([F:17])=[C:6]([CH:12]=[C:13]([F:16])[C:14]=1F)[C:7]([O:9][CH2:10][CH3:11])=[O:8].[N-:19]=[N+:20]=[N-:21].[Na+].C(OCC)(=O)C.Cl>CS(C)=O>[N:19]([C:14]1[C:13]([F:16])=[CH:12][C:6]([C:7]([O:9][CH2:10][CH3:11])=[O:8])=[C:5]([F:17])[C:4]=1[O:3][CH:2]([F:18])[F:1])=[N+:20]=[N-:21] |f:1.2|. Procedure: In 66 ml of dimethyl sulfoxide was dissolved 13.2 g of ethyl 3-difluoromethoxy-2,4,5-trifluorobenzoate, and to this solution was added 7.3 g of sodium azide, after which the resulting mixture was stirred at room temperature for five hours. The reaction mixture was added to a mixed solvent of 150 ml of ethyl acetate and 150 ml of ice water and the pH was adjusted to 2 with 6N hydrochloric acid, after which the organic layer formed was separated, then washed successively with water and a saturated... The reactants are ClC(=O)N1C2=C(NC(C3=C1C=CC=C3)=O)C=CC=N2 (11-(chlorocarbonyl)-5,11-dihydro-6H-pyrido[2,3-b][1,4]benzodiazepin-6-one), CC(C)N(C(C)C)CC1N(CCCC1)CCN (2-[2-[[bis(methylethyl)amino]methyl]-piperidin-l-yl]ethanamine). Run in C(C)#N (acetonitrile). Yields the product CC(C)N(C(C)C)CC1N(CCCC1)CCNC(=O)N1C2=C(NC(C3=C1C=CC=C3)=O)C=CC=N2 (11-[[[2-[2-[[Bis(methylethyl)amino]methyl]-piperidin-l-yl]ethyl]amino]carbonyl]-5,11-dihydro-6H-pyrido[2,3-b][1,4]benzodiazepin-6-one). Isolated yield 34.0%. As a reaction SMILES: Cl[C:2]([N:4]1[C:10]2[CH:11]=[CH:12][CH:13]=[CH:14][C:9]=2[C:8](=[O:15])[NH:7][C:6]2[CH:16]=[CH:17][CH:18]=[N:19][C:5]1=2)=[O:3].[CH3:20][CH:21]([N:23]([CH2:27][CH:28]1[CH2:33][CH2:32][CH2:31][CH2:30][N:29]1[CH2:34][CH2:35][NH2:36])[CH:24]([CH3:26])[CH3:25])[CH3:22]>C(#N)C>[CH3:26][CH:24]([N:23]([CH2:27][CH:28]1[CH2:33][CH2:32][CH2:31][CH2:30][N:29]1[CH2:34][CH2:35][NH:36][C:2]([N:4]1[C:10]2[CH:11]=[CH:12][CH:13]=[CH:14][C:9]=2[C:8](=[O:15])[NH:7][C:6]2[CH:16]=[CH:17][CH:18]=[N:19][C:5]1=2)=[O:3])[CH:21]([CH3:20])[CH3:22])[CH3:25]. Procedure: Prepared analogously to Example 1 from 11-(chlorocarbonyl)-5,11-dihydro-6H-pyrido[2,3-b][1,4]benzodiazepin-6-one and 2-[2-[[bis(methylethyl)amino]methyl]-piperidin-l-yl]ethanamine in a yield of 34% of theory. Colourless crystals, m.p. 181°-182° C. (acetonitrile using activated charcoal). The reactants are Brc1ccccc1, C1CCOC1, CNN, [Mg], O, S=C=S. Yields the product CN(N)C(=S)c1ccccc1. As a reaction SMILES: [Br:1][c:2]1[cH:3][cH:4][cH:5][cH:6][cH:7]1.[CH2:16]1[O:17][CH2:18][CH2:19][CH2:20]1.[CH3:12][NH:13][NH2:14].[Mg:8].[OH2:15].[S:9]=[C:10]=[S:11]>>[c:2]1([C:10](=[S:11])[N:13]([CH3:12])[NH2:14])[cH:3][cH:4][cH:5][cH:6][cH:7]1. The reactants are O=C([O-])O, C1CCOC1, CCOC(C)=O, [Na+], [Na+], [Na+], O=S([O-])([O-])=S, CCC(NC(=O)C(CC1CCCCC1)NC(=NS(C)(=O)=O)c1ccccc1)C(O)c1nc2ccccc2o1. Yields the product CCC(NC(=O)C(CC1CCCCC1)NC(=NS(C)(=O)=O)c1ccccc1)C(=O)c1nc2ccccc2o1. Reaction SMILES: [C:46](=[O:47])([OH:48])[O-:49].[CH2:51]1[O:52][CH2:53][CH2:54][CH2:55]1.[CH3:56][CH2:57][O:58][C:59](=[O:60])[CH3:61].[Na+:44].[Na+:45].[Na+:50].[S:39]([O-:40])([O-:41])(=[O:42])=[S:43].[o:1]1[c:2]([CH:10]([CH:11]([CH2:12][CH3:13])[NH:14][C:15]([CH:16]([CH2:17][CH:18]2[CH2:19][CH2:20][CH2:21][CH2:22][CH2:23]2)[NH:24][C:25]([c:26]2[cH:27][cH:28][cH:29][cH:30][cH:31]2)=[N:32][S:33](=[O:34])(=[O:35])[CH3:36])=[O:37])[OH:38])[n:3][c:4]2[c:5]1[cH:6][cH:7][cH:8][cH:9]2>>[o:1]1[c:2]([C:10]([CH:11]([CH2:12][CH3:13])[NH:14][C:15]([CH:16]([CH2:17][CH:18]2[CH2:19][CH2:20][CH2:21][CH2:22][CH2:23]2)[NH:24][C:25]([c:26]2[cH:27][cH:28][cH:29][cH:30][cH:31]2)=[N:32][S:33](=[O:34])(=[O:35])[CH3:36])=[O:37])=[O:38])[n:3][c:4]2[c:5]1[cH:6][cH:7][cH:8][cH:9]2.